From a dataset of the Open Reaction Database (ORD), a public repository of structured organic reaction records. describe an organic reaction: reactants, conditions, products, and yield Reactants: IC=1C=CC(=NC1)OCC1=CC=C(C=C1)OC (5-Iodo-2-(4′-methoxybenzyloxy)pyridine), CN(CCN)C (N,N-dimethylethylenediamine), [N-]=[N+]=[N-].[Na+] (sodium azide), [Na].O=C1C(O)=C(O)[C@H](O1)[C@@H](O)CO (L-ascorbic acid sodium salt). The reagents and catalysts are [Cu]I (copper (1) iodide). Run at temperature 100 celsius, time 90 minute. The product is N(=[N+]=[N-])C=1C=CC(=NC1)OCC1=CC=C(C=C1)OC (5-Azido-2-(4′-methoxybenzyloxy)pyridine). RXN SMILES: I[C:2]1[CH:3]=[CH:4][C:5]([O:8][CH2:9][C:10]2[CH:15]=[CH:14][C:13]([O:16][CH3:17])=[CH:12][CH:11]=2)=[N:6][CH:7]=1.[N-:18]=[N+:19]=[N-:20].[Na+].[Na].O=C1O[C@H]([C@H](CO)O)C(O)=C1O.CN(C)CCN>[Cu]I>[N:18]([C:2]1[CH:3]=[CH:4][C:5]([O:8][CH2:9][C:10]2[CH:15]=[CH:14][C:13]([O:16][CH3:17])=[CH:12][CH:11]=2)=[N:6][CH:7]=1)=[N+:19]=[N-:20] |f:1.2,3.4,^1:21|. Procedure: 5-Iodo-2-(4′-methoxybenzyloxy)pyridine from step 1 of this example (682 mg, 2.0 mmol), sodium azide (260 mg, 4.00 mmol), copper (1) iodide (38.1 mg, 0.200 mmol) and L-ascorbic acid sodium salt (19.81 mg, 0.100 mmol) were added to a sealable high pressure vessel. The vessel was evacuated and purged with nitrogen, then ethanol (2.75 ml) and water (1.25 ml) were added. N,N-dimethylethylenediamine (31.9 μl, 0.300 mmol) was then added via microliter syringe. The top was sealed and the reaction heated... The reactants are Cc1cc(O)nc(C=Cc2ccc3c(c2)OCO3)n1, O=P(Cl)(Cl)Cl. Product: Cc1cc(Cl)nc(C=Cc2ccc3c(c2)OCO3)n1. As a reaction SMILES: [O:1]1[CH2:2][O:3][c:4]2[c:5]1[cH:6][cH:7][c:8]([CH:10]=[CH:11][c:12]1[n:13][c:14]([CH3:19])[cH:15][c:16]([OH:18])[n:17]1)[cH:9]2.[P:20]([Cl:21])([Cl:22])([Cl:23])=[O:24]>>[O:1]1[CH2:2][O:3][c:4]2[c:5]1[cH:6][cH:7][c:8]([CH:10]=[CH:11][c:12]1[n:13][c:14]([CH3:19])[cH:15][c:16]([Cl:22])[n:17]1)[cH:9]2.